From a dataset of the Open Reaction Database (ORD), a public repository of structured organic reaction records. describe an organic reaction: reactants, conditions, products, and yield Starting materials: CC1=C(C(NC(=C1)C)=O)CNC(=O)C=1C2=C(N=C(C1)C=1CCN(CC1)C1CCNCC1)N(N=C2)C(C)C (N-((4,6-dimethyl-2-oxo-1,2-dihydropyridin-3-yl)methyl)-1-isopropyl-6-(1-(piperidin-4-yl)-1,2,3,6-tetrahydropyridin-4-yl)-1H-pyrazolo[3,4-b]pyridine-4-carboxamide), C(=C)S(=O)(=O)C (methyl vinyl sulfone). Solvent: CO (MeOH). Run at time 12 hour. Product: CC1=C(C(NC(=C1)C)=O)CNC(=O)C=1C2=C(N=C(C1)C=1CCN(CC1)C1CCN(CC1)CCS(=O)(=O)C)N(N=C2)C(C)C (N-((4,6-dimethyl-2-oxo-1,2-dihydropyridin-3-yl)methyl)-1-isopropyl-6-(1-(1-(2-(methylsulfonyl)ethyl)piperidin-4-yl)-1,2,3,6-tetrahydropyridin-4-yl)-1H-pyrazolo[3,4-b]pyridine-4-carboxamide). Yield: 41.0%. RXN SMILES: [CH3:1][C:2]1[CH:7]=[C:6]([CH3:8])[NH:5][C:4](=[O:9])[C:3]=1[CH2:10][NH:11][C:12]([C:14]1[C:15]2[CH:34]=[N:33][N:32]([CH:35]([CH3:37])[CH3:36])[C:16]=2[N:17]=[C:18]([C:20]2[CH2:21][CH2:22][N:23]([CH:26]3[CH2:31][CH2:30][NH:29][CH2:28][CH2:27]3)[CH2:24][CH:25]=2)[CH:19]=1)=[O:13].[CH:38]([S:40]([CH3:43])(=[O:42])=[O:41])=[CH2:39]>CO>[CH3:1][C:2]1[CH:7]=[C:6]([CH3:8])[NH:5][C:4](=[O:9])[C:3]=1[CH2:10][NH:11][C:12]([C:14]1[C:15]2[CH:34]=[N:33][N:32]([CH:35]([CH3:37])[CH3:36])[C:16]=2[N:17]=[C:18]([C:20]2[CH2:21][CH2:22][N:23]([CH:26]3[CH2:27][CH2:28][N:29]([CH2:39][CH2:38][S:40]([CH3:43])(=[O:42])=[O:41])[CH2:30][CH2:31]3)[CH2:24][CH:25]=2)[CH:19]=1)=[O:13]. Procedure: To a stirred solution of N-((4,6-dimethyl-2-oxo-1,2-dihydropyridin-3-yl)methyl)-1-isopropyl-6-(1-(piperidin-4-yl)-1,2,3,6-tetrahydropyridin-4-yl)-1H-pyrazolo[3,4-b]pyridine-4-carboxamide (0.2 g, 0.397 mmol) in MeOH (2 mL), methyl vinyl sulfone (0.063 g, 0.596 mmol) was added and stirred it at room temperature for 12 h. After completion of reaction, solvent was removed under reduced pressure and water was added to it. Extraction was carried out using 10% MeOH/DCM; the combined organic layers were... Reactants: O=C1NC=CC=C1C1=CC=C(C=C1)N1C=NC(=C1)CC1=C(SC=C1)C(=O)N ((1-(4-(2-oxo-1,2-dihydropyridin-3-yl)phenyl-1H-imidazol-4-yl)methyl)thiophene-2-carboxamide), C(=O)([O-])[O-].[Cs+].[Cs+] (Cs2CO3), CI (MeI). Solvent: CN(C)C=O (DMF). Conditions: time 30 minute. The product is CN1C(C(=CC=C1)C1=CC=C(C=C1)N1C=NC(=C1)CC1=C(SC=C1)C(=O)N)=O ((1-(4-(1-methyl-2-oxo-1,2-dihydropyridin-3-yl)phenyl-1H-imidazol-4-yl)methyl)thiophene-2-carboxamide). RXN SMILES: [O:1]=[C:2]1[C:7]([C:8]2[CH:13]=[CH:12][C:11]([N:14]3[CH:18]=[C:17]([CH2:19][C:20]4[CH:24]=[CH:23][S:22][C:21]=4[C:25]([NH2:27])=[O:26])[N:16]=[CH:15]3)=[CH:10][CH:9]=2)=[CH:6][CH:5]=[CH:4][NH:3]1.[C:28]([O-])([O-])=O.[Cs+].[Cs+].CI>CN(C=O)C>[CH3:28][N:3]1[CH:4]=[CH:5][CH:6]=[C:7]([C:8]2[CH:9]=[CH:10][C:11]([N:14]3[CH:18]=[C:17]([CH2:19][C:20]4[CH:24]=[CH:23][S:22][C:21]=4[C:25]([NH2:27])=[O:26])[N:16]=[CH:15]3)=[CH:12][CH:13]=2)[C:2]1=[O:1] |f:1.2.3|. Procedure: To a solution of 5-chloro-N-((1-(4-(2-oxo-1,2-dihydropyridin-3-yl)phenyl-1H-imidazol-4-yl)methyl)thiophene-2-carboxamide (0.02 g, 0.05 mmol) in DMF (0.5 mL) was added Cs2CO3 (0.049 g, 0.15 mmol) and MeI (0.01 mL, 0.15 mmol). After stirring for 30 min at ambient temperature, the mixture was purified by preparative HPLC to give 5-chloro-N-((1-(4-(1-methyl-2-oxo-1,2-dihydropyridin-3-yl)phenyl-1H-imidazol-4-yl)methyl)thiophene-2-carboxamide (MS 425.1, 427.1 (M+H) Cl pattern). The reactants are ClC1=CC=C(C=C1)NC(=O)NCC1CNCCO1 (N-(4-Chlorophenyl)-N′-(morpholin-2-ylmethyl)urea), BrCCC=C (4-bromobut-1-ene). Yields the product C(CC=C)N1CC(OCC1)CNC(=O)NC1=CC=C(C=C1)Cl (N-[(4-But-3-enylmorpholin-2-yl)methyl]-N′-(4-chlorophenyl)urea). RXN SMILES: [Cl:1][C:2]1[CH:7]=[CH:6][C:5]([NH:8][C:9]([NH:11][CH2:12][CH:13]2[O:18][CH2:17][CH2:16][NH:15][CH2:14]2)=[O:10])=[CH:4][CH:3]=1.Br[CH2:20][CH2:21][CH:22]=[CH2:23]>>[CH2:23]([N:15]1[CH2:16][CH2:17][O:18][CH:13]([CH2:12][NH:11][C:9]([NH:8][C:5]2[CH:6]=[CH:7][C:2]([Cl:1])=[CH:3][CH:4]=2)=[O:10])[CH2:14]1)[CH2:22][CH:21]=[CH2:20]. Procedure details: Example 27 was prepared in an analogous manner to Example 19 using a mixture of Intermediate 9 (0.01 g) and 4-bromobut-1-ene (4.1 μl) to give the title compound (0.0027 g).